From a dataset of the Open Reaction Database (ORD), a public repository of structured organic reaction records. describe an organic reaction: reactants, conditions, products, and yield The reactants are O=C1N(CC2=CC=CC=C12)C(CC(=O)O)C1=CC(=C(C=C1)OC)OCC (3-(1-oxoisoindolin-2-yl)-3-(3-ethoxy-4-methoxyphenyl)propionic acid), C(=O)(N1C=NC=C1)N1C=NC=C1 (1,1'-carbonyldiimidazole), [OH-].[NH4+] (ammonium hydroxide). Run in O1CCCC1 (tetrahydrofuran). Run at time 20 minute. The product is O=C1N(CC2=CC=CC=C12)C(CC(=O)N)C1=CC(=C(C=C1)OC)OCC (3-(1-oxoisoindolin2-yl)-3-(3-ethoxy-4-methoxyphenyl)propionamide). Isolated yield 76.6%. RXN SMILES: [O:1]=[C:2]1[C:10]2[C:5](=[CH:6][CH:7]=[CH:8][CH:9]=2)[CH2:4][N:3]1[CH:11]([C:16]1[CH:21]=[CH:20][C:19]([O:22][CH3:23])=[C:18]([O:24][CH2:25][CH3:26])[CH:17]=1)[CH2:12][C:13](O)=[O:14].C(N1C=CN=C1)([N:29]1C=CN=C1)=O.[OH-].[NH4+]>O1CCCC1>[O:1]=[C:2]1[C:10]2[C:5](=[CH:6][CH:7]=[CH:8][CH:9]=2)[CH2:4][N:3]1[CH:11]([C:16]1[CH:21]=[CH:20][C:19]([O:22][CH3:23])=[C:18]([O:24][CH2:25][CH3:26])[CH:17]=1)[CH2:12][C:13]([NH2:29])=[O:14] |f:2.3|. Reported procedure: A mixture of 3-(1-oxoisoindolin-2-yl)-3-(3-ethoxy-4-methoxyphenyl)propionic acid (12.6 g, 35.4 mmol) and 1,1'-carbonyldiimidazole (5.97 g, 36.8 mmol), in tetrahydrofuran (100 mL) was stirred for 1.5 hours at room temperature. To the solution was added ammonium hydroxide (7.5 mL, 112.5 mmol, 28-30%) and stirring was continued for 20 minutes. The tetrahydrofuran was removed in vacuo and the remaining residue was slurried in 100 mL of water for 30 minutes. The mixture was filtered and the white sol... Starting materials: C(C)(=O)OCC (ethyl acetate), OC=1C=C(C#N)C=CC1[N+](=O)[O-] (3-hydroxy-4-nitrobenzonitrile), [H][H] (hydrogen), CCCCCC (hexane). Reagents/catalysts: [Pd] (palladium on activated carbon). Run in C(C)O (ethanol). Run at time 1 hour. The product is OC=1C=C(C#N)C=CC1N (3-hydroxy-4-aminobenzonitrile). RXN SMILES: [OH:1][C:2]1[CH:3]=[C:4]([CH:7]=[CH:8][C:9]=1[N+:10]([O-])=O)[C:5]#[N:6].[H][H].CCCCCC.C(OCC)(=O)C>[Pd].C(O)C>[OH:1][C:2]1[CH:3]=[C:4]([CH:7]=[CH:8][C:9]=1[NH2:10])[C:5]#[N:6]. Reported procedure: A parr bottle was charged with palladium on activated carbon (5%, 0.204 g). A solution of 3-hydroxy-4-nitrobenzonitrile (1.36 g, 0.00829 mol) in 41 ml of ethanol was added. The reaction mixture was placed under 25 psi of hydrogen gas and shaken for 1 hour. TLC (1:1 hexane:ethyl acetate) shows that no starting material remained. The mixture was filtered through Celite® and evaporated to yield 3-hydroxy-4-aminobenzonitrile, 1.08 g (0.00806 mol, 97%). Reactants: CS(=O)C (DMSO), CC(C)(C)OC(=O)NC1CCNCC1 (4-N—BOC-aminopiperidine), FC1=CC=C(C#N)C=C1 (4-fluorobenzonitrile), C([O-])([O-])=O.[K+].[K+] (potassium carbonate). Solvent: O (H2O). Run at temperature 100 celsius. The product is C(#N)C1=CC=C(C=C1)N1CCC(CC1)NC(OC(C)(C)C)=O (Tert-butyl 1-(4-cyanophenyl)piperidin-4-ylcarbamate). The yield is 85.0%. As a reaction SMILES: CS(C)=O.[CH3:5][C:6]([O:9][C:10]([NH:12][CH:13]1[CH2:18][CH2:17][NH:16][CH2:15][CH2:14]1)=[O:11])([CH3:8])[CH3:7].F[C:20]1[CH:27]=[CH:26][C:23]([C:24]#[N:25])=[CH:22][CH:21]=1.C(=O)([O-])[O-].[K+].[K+]>O>[C:24]([C:23]1[CH:26]=[CH:27][C:20]([N:16]2[CH2:15][CH2:14][CH:13]([NH:12][C:10](=[O:11])[O:9][C:6]([CH3:5])([CH3:7])[CH3:8])[CH2:18][CH2:17]2)=[CH:21][CH:22]=1)#[N:25] |f:3.4.5|. Procedure: A DMSO (25 mL, 0.1M) solution containing 4-N—BOC-aminopiperidine (500 mg, 2.5 mmol, 1.0 eq), 4-fluorobenzonitrile (303 mg, 2.5 mmol, 1.0 eq), and potassium carbonate (691 mg, 5.0 mmol, 2.0 eq) was heated to 100° C. for 18 h. The resulting mixture was cooled to RT, poured in H2O (ca 50 mL), and extracted (3×) with EtOAc. The combined extracts were washed (2×) with H2O, dried over MgSO4, and concentrated in vacuo. The resulting solid was used in the next step without further purification. Isolated... The reactants are ClC=1C=C(C=CC1)C1=NC2=CC=C(C=C2C(N1CC(=O)NC(C)C)=O)OCCCN1CCCCC1 (2-[2-(3-Chlorophenyl)-4-oxo-6-(3-piperidin-1-ylpropoxy)-4H-quinazolin-3-yl]-N-isopropylacetamide), Cl (HCl), C(=O)(C)Cl (AcCl). Run in CO (methanol), CO (methanol). Yields the product Cl.ClC=1C=C(C=CC1)C1=NC2=CC=C(C=C2C(N1CC(=O)NC(C)C)=O)OCCCN1CCCCC1 (2-[2-(3-chlorophenyl)-4-oxo-6-(3-piperidin-1-ylpropoxy)-4H-quinazolin-3-yl]-N-isopropylacetamide hydrochloride). The yield is 37.0%. RXN SMILES: [Cl:1][C:2]1[CH:3]=[C:4]([C:8]2[N:17]([CH2:18][C:19]([NH:21][CH:22]([CH3:24])[CH3:23])=[O:20])[C:16](=[O:25])[C:15]3[C:10](=[CH:11][CH:12]=[C:13]([O:26][CH2:27][CH2:28][CH2:29][N:30]4[CH2:35][CH2:34][CH2:33][CH2:32][CH2:31]4)[CH:14]=3)[N:9]=2)[CH:5]=[CH:6][CH:7]=1.Cl.C(Cl)(C)=O>CO>[ClH:1].[Cl:1][C:2]1[CH:3]=[C:4]([C:8]2[N:17]([CH2:18][C:19]([NH:21][CH:22]([CH3:23])[CH3:24])=[O:20])[C:16](=[O:25])[C:15]3[C:10](=[CH:11][CH:12]=[C:13]([O:26][CH2:27][CH2:28][CH2:29][N:30]4[CH2:35][CH2:34][CH2:33][CH2:32][CH2:31]4)[CH:14]=3)[N:9]=2)[CH:5]=[CH:6][CH:7]=1 |f:4.5|. Reported procedure: A mixture of 2-amino-N-(isopropylcarbamoylmethyl)-5-(3-piperidin-1-ylpropoxy)benzamide (INTERMEDIATE VII.1) (1.40 g, 3.72 mmol) and ethyl 3-chlorobenzimidate*HCl (INTERMEDIATE III.1) (2.46 g, 11.16 mmol) in anhydrous ethanol (20 mL) was heated to 80° C. in a sealed pressure tube for 16 h. This was then cooled and concentrated in vacuo. The crude residue was partitioned between dichloromethane:2-propanol (3:1 [v/v], 80 mL) and water (50 mL) and the aqueous extracted with additional dichloromethan... Isolated yield 90.5%. Yields the product COC1=C(C=CC(=C1)OC)CNC1=NC(=CC(=N1)N1C[C@H](CC[C@H]1C(F)(F)F)C(=O)NC1CCCCC1)Cl (cis1-[2-({[2,4-Bis(methyloxy)phenyl]methyl}amino)-6-chloro-4-pyrimidinyl]-N-cyclohexyl-6-(trifluoromethyl)-3-piperidinecarboxamide). Reported procedure: To cis-1-[6-chloro-2-(methylsulfonyl)-4-pyrimidinyl]-N-cyclohexyl-6-(trifluoromethyl)-3-piperidinecarboxamide (300 mg, 0.640 mmol) in 1,4-dioxane (8 mL) was added Hunig's base (0.22 mL, 1.28 mmol) followed by {[2,4-bis(methyloxy)phenyl]methyl}amine (0.19 mL, 1.28 mmol), and the reaction mixture was stirred overnight at 60° C. into a sealed tube. This reaction mixture was combined with another similar reaction mixture (˜⅓ the scale) before work up. The combined reaction mixtures were poured onto ... Conditions: temperature 60 celsius, time 8 hour. RXN SMILES: [Cl:1][C:2]1[N:7]=[C:6](S(C)(=O)=O)[N:5]=[C:4]([N:12]2[C@H:17]([C:18]([F:21])([F:20])[F:19])[CH2:16][CH2:15][C@H:14]([C:22]([NH:24][CH:25]3[CH2:30][CH2:29][CH2:28][CH2:27][CH2:26]3)=[O:23])[CH2:13]2)[CH:3]=1.CCN(C(C)C)C(C)C.[CH3:40][O:41][C:42]1[CH:47]=[C:46]([O:48][CH3:49])[CH:45]=[CH:44][C:43]=1[CH2:50][NH2:51].CCOC(C)=O>O1CCOCC1>[CH3:40][O:41][C:42]1[CH:47]=[C:46]([O:48][CH3:49])[CH:45]=[CH:44][C:43]=1[CH2:50][NH:51][C:6]1[N:5]=[C:4]([N:12]2[C@H:17]([C:18]([F:21])([F:20])[F:19])[CH2:16][CH2:15][C@H:14]([C:22]([NH:24][CH:25]3[CH2:30][CH2:29][CH2:28][CH2:27][CH2:26]3)=[O:23])[CH2:13]2)[CH:3]=[C:2]([Cl:1])[N:7]=1. The reactants are ClC1=CC(=NC(=N1)S(=O)(=O)C)N1C[C@H](CC[C@H]1C(F)(F)F)C(=O)NC1CCCCC1 (cis-1-[6-chloro-2-(methylsulfonyl)-4-pyrimidinyl]-N-cyclohexyl-6-(trifluoromethyl)-3-piperidinecarboxamide), CCN(C(C)C)C(C)C (Hunig's base), CCOC(=O)C (EtOAc), COC1=C(C=CC(=C1)OC)CN ({[2,4-bis(methyloxy)phenyl]methyl}amine). Run in O1CCOCC1 (1,4-dioxane). The reactants are N1(CCOCC1)C(CC(C(=O)O)CS(=O)(=O)CC1=CC=CC=C1)=O (4-morpholin-4-yl-4-oxo-2-benzylsulfonylmethyl-butyric acid), NC([C@H](O)C1=NOC(=N1)C1=CC=CC=C1)CC ((S)-2-amino-1-(5-phenyl-[1,2,4]oxadiazol-3-yl)-butan-1-ol). Yields the product N1(CCOCC1)C(CC(C(=O)N[C@@H](CC)C(=O)C1=NOC(=N1)C1=CC=CC=C1)CS(=O)(=O)CC1=CC=CC=C1)=O (4-Morpholin-4-yl-4-oxo-2-benzylsulfonylmethyl-N-[(S)-1-(5-phenyl-1,2,4-oxadiazole-3-carbonyl)-propyl]-butyramide). RXN SMILES: [N:1]1([C:7](=[O:24])[CH2:8][CH:9]([CH2:13][S:14]([CH2:17][C:18]2[CH:23]=[CH:22][CH:21]=[CH:20][CH:19]=2)(=[O:16])=[O:15])[C:10]([OH:12])=O)[CH2:6][CH2:5][O:4][CH2:3][CH2:2]1.[NH2:25][CH:26]([CH2:40][CH3:41])[C@@H:27]([C:29]1[N:33]=[C:32]([C:34]2[CH:39]=[CH:38][CH:37]=[CH:36][CH:35]=2)[O:31][N:30]=1)[OH:28]>>[N:1]1([C:7](=[O:24])[CH2:8][CH:9]([CH2:13][S:14]([CH2:17][C:18]2[CH:23]=[CH:22][CH:21]=[CH:20][CH:19]=2)(=[O:16])=[O:15])[C:10]([NH:25][C@H:26]([C:27]([C:29]2[N:33]=[C:32]([C:34]3[CH:39]=[CH:38][CH:37]=[CH:36][CH:35]=3)[O:31][N:30]=2)=[O:28])[CH2:40][CH3:41])=[O:12])[CH2:2][CH2:3][O:4][CH2:5][CH2:6]1. Reported procedure: Similarly prepared according to the procedure for Example 43 but using 4-morpholin-4-yl-4-oxo-2-benzylsulfonylmethyl-butyric acid and (S)-2-amino-1-(5-phenyl-[1,2,4]oxadiazol-3-yl)-butan-1-ol; MS: 569 (MH+), LCMS retention time 4.1 min; 1H NMR (CDCl3) 8.18 (d, J=7.9 Hz, 2H), 7.74–7.31 (m, 9H), 5.27 (m, 1H), 4.25 (m, 2H), 3.71–3.41 (m, 8H), 2.95 (m, 1H), 2.78–2.70 (m, 2H), 2.10 (m, 1H), 1.85 (m, 1H), 1.0 (m, 3H). The reactants are ClCCCl, CC(C)n1ccc2c(C(=O)O)cc(C(F)(F)F)cc21, CN1CCOCC1, CS(C)=O, Cc1cc(C)c(CN)c(=O)[nH]1, On1nnc2cccnc21. Yields the product Cc1cc(C)c(CNC(=O)c2cc(C(F)(F)F)cc3c2ccn3C(C)C)c(=O)[nH]1. RXN SMILES: [CH2:48]([Cl:49])[CH2:50][Cl:51].[CH3:1][CH:2]([CH3:3])[n:4]1[cH:5][cH:6][c:7]2[c:8]([C:17](=[O:18])[OH:19])[cH:9][c:10]([C:13]([F:14])([F:15])[F:16])[cH:11][c:12]12.[CH3:31][N:32]1[CH2:33][CH2:34][O:35][CH2:36][CH2:37]1.[CH3:52][S:53](=[O:54])[CH3:55].[NH2:20][CH2:21][c:22]1[c:23](=[O:30])[nH:24][c:25]([CH3:29])[cH:26][c:27]1[CH3:28].[OH:38][n:39]1[c:40]2[n:41][cH:42][cH:43][cH:44][c:45]2[n:46][n:47]1>>[CH3:1][CH:2]([CH3:3])[n:4]1[cH:5][cH:6][c:7]2[c:8]([C:17](=[O:18])[NH:20][CH2:21][c:22]3[c:23](=[O:30])[nH:24][c:25]([CH3:29])[cH:26][c:27]3[CH3:28])[cH:9][c:10]([C:13]([F:14])([F:15])[F:16])[cH:11][c:12]12.